This data is from the Open Reaction Database (ORD), a public repository of structured organic reaction records. The task is: describe an organic reaction: reactants, conditions, products, and yield The reactants are ClCN(C(=O)Cl)C1=CC=CC=C1 (N-chloromethyl-N-phenylcarbamoyl chloride), ClC=1C=C(CNC(=S)NCC(F)(F)F)C=CC1Cl (1-(3,4-dichlorobenzyl)-3-(2,2,2-trifluoroethyl)thiourea). Run in C1=CC=CC=C1 (benzene), C1=CC=CC=C1 (benzene). Yields the product FC(CN=C1SCN(C(N1CC1=CC(=C(C=C1)Cl)Cl)=O)C1=CC=CC=C1)(F)F (2-(2,2,2-trifluoroethylimino)-3-(3,4-dichlorobenzyl)-5-phenyl-tetrahydro-1,3,5-thiadiazin-4-one). Isolated yield 40.2%. RXN SMILES: Cl[CH2:2][N:3]([C:7]1[CH:12]=[CH:11][CH:10]=[CH:9][CH:8]=1)[C:4](Cl)=[O:5].[Cl:13][C:14]1[CH:15]=[C:16]([CH:27]=[CH:28][C:29]=1[Cl:30])[CH2:17][NH:18][C:19]([NH:21][CH2:22][C:23]([F:26])([F:25])[F:24])=[S:20]>C1C=CC=CC=1>[F:26][C:23]([F:24])([F:25])[CH2:22][N:21]=[C:19]1[N:18]([CH2:17][C:16]2[CH:27]=[CH:28][C:29]([Cl:30])=[C:14]([Cl:13])[CH:15]=2)[C:4](=[O:5])[N:3]([C:7]2[CH:12]=[CH:11][CH:10]=[CH:9][CH:8]=2)[CH2:2][S:20]1. Procedure details: 1.00 g of N-chloromethyl-N-phenylcarbamoyl chloride and 1.55 g of 1-(3,4-dichlorobenzyl)-3-(2,2,2-trifluoroethyl)thiourea were dissolved in 30 m1 of benzene, and the solution was heated under reflux. After the reaction, benzene was evaporated under reduced pressure. The resulting oily product was purified by column chromatography silica gel; eluent: hexane/ethyl acetate (10/1)] to give 0.88 g of the captioned compound. Starting materials: COCCOc1ccc(OC)c(C(=O)OC)c1, CO, Cl, [Na+], [OH-]. Yields the product COCCOc1ccc(OC)c(C(=O)O)c1. Reaction SMILES: [CH3:1][O:2][C:3]([c:4]1[c:5]([O:15][CH3:16])[cH:6][cH:7][c:8]([O:10][CH2:11][CH2:12][O:13][CH3:14])[cH:9]1)=[O:17].[CH3:21][OH:22].[ClH:20].[Na+:19].[OH-:18]>>[O:2]=[C:3]([c:4]1[c:5]([O:15][CH3:16])[cH:6][cH:7][c:8]([O:10][CH2:11][CH2:12][O:13][CH3:14])[cH:9]1)[OH:17].